Dataset: the Open Reaction Database (ORD), a public repository of structured organic reaction records. Task: describe an organic reaction: reactants, conditions, products, and yield Reactants: solution, C[Si](C)(C)[N-][Si](C)(C)C.[Li+] (lithium bis(trimethylsilyl)amide), C1CCOC1 (THF), C(C(=O)OCC)(=O)OCC (diethyl oxalate), C1(CCCCC1)CNC(=S)N1CC(N(CC1)CC1=CC=C(C=C1)F)=O (N-(Cyclohexylmethyl)-4-(4-fluorobenzyl)-3-oxopiperazine-1-carbothioamide), C[Si](C)(C)[N-][Si](C)(C)C.[Li+] (lithium bis(trimethylsilyl)amide), C1CCOC1 (THF). Run in CN(C)C=O (DMF), CO (MeOH), C1(=CC=CC=C1)C (toluene). Conditions: temperature 0 celsius, time 15 minute. Product: C1(CCCCC1)CN1C(N2C(=C(C1=O)O)C(N(CC2)CC2=CC=C(C=C2)F)=O)=S (7-(Cyclohexylmethyl)-2-(4-fluorobenzyl)-9-hydroxy-6-thioxo-3,4,6,7-tetrahydro-2H-pyrazino [1,2-c]pyrimidine-1,8-dione). RXN SMILES: [CH:1]1([CH2:7][NH:8][C:9]([N:11]2[CH2:16][CH2:15][N:14]([CH2:17][C:18]3[CH:23]=[CH:22][C:21]([F:24])=[CH:20][CH:19]=3)[C:13](=[O:25])[CH2:12]2)=[S:10])[CH2:6][CH2:5][CH2:4][CH2:3][CH2:2]1.C[Si]([N-][Si](C)(C)C)(C)C.[Li+].C1COCC1.[C:41](OCC)(=[O:47])[C:42](OCC)=[O:43]>CN(C=O)C.CO.C1(C)C=CC=CC=1>[CH:1]1([CH2:7][N:8]2[C:42](=[O:43])[C:41]([OH:47])=[C:12]3[C:13](=[O:25])[N:14]([CH2:17][C:18]4[CH:19]=[CH:20][C:21]([F:24])=[CH:22][CH:23]=4)[CH2:15][CH2:16][N:11]3[C:9]2=[S:10])[CH2:2][CH2:3][CH2:4][CH2:5][CH2:6]1 |f:1.2|. Reported procedure: N-(Cyclohexylmethyl)-4-(4-fluorobenzyl)-3-oxopiperazine-1-carbothioamide (239 mg, 0.66 mmol) was azeotroped with anhydrous toluene and dissolved in anhydrous DMF (2 mL). The solution was cooled to 0° C., and a 1.0 M solution of lithium bis(trimethylsilyl)amide in THF (789 μL, 0.79 mmol) and diethyl oxalate (134 μL, 0.99 mmol) were added sequentially. After 15 min, the reaction was warmed to ambient temperature and treated once more with 1.0 M lithium bis(trimethylsilyl)amide in THF (789 μL, 0.79... The reactants are BrCCCCOC1=CC=C(C=C1)N(S(=O)(=O)C1=CC=C(C=C1)C(F)(F)F)C (N-[4-(4-Bromo-butoxy)-phenyl]-N-methyl-4-trifluoromethyl-benzenesulfonamide), C(C)NCCO (2-ethylaminoethanol), C(C)NCCO (2-ethylaminoethanol). The solvent is CC(=O)N(C)C (DMA). Conditions: time 15 hour. Product: C(C)N(CCCCOC1=CC=C(C=C1)N(S(=O)(=O)C1=CC=C(C=C1)C(F)(F)F)C)CCO (N-(4-{4-[Ethyl-(2-hydroxy-ethyl)-amino]-butoxy}-phenyl)-N-methyl-4-trifluoromethyl-benzenesulfonamide). The yield is 75.9%. RXN SMILES: Br[CH2:2][CH2:3][CH2:4][CH2:5][O:6][C:7]1[CH:12]=[CH:11][C:10]([N:13]([CH3:27])[S:14]([C:17]2[CH:22]=[CH:21][C:20]([C:23]([F:26])([F:25])[F:24])=[CH:19][CH:18]=2)(=[O:16])=[O:15])=[CH:9][CH:8]=1.[CH2:28]([NH:30][CH2:31][CH2:32][OH:33])[CH3:29]>CC(N(C)C)=O>[CH2:28]([N:30]([CH2:31][CH2:32][OH:33])[CH2:2][CH2:3][CH2:4][CH2:5][O:6][C:7]1[CH:12]=[CH:11][C:10]([N:13]([CH3:27])[S:14]([C:17]2[CH:22]=[CH:21][C:20]([C:23]([F:26])([F:25])[F:24])=[CH:19][CH:18]=2)(=[O:16])=[O:15])=[CH:9][CH:8]=1)[CH3:29]. Procedure: A solution of 466 mg (1 mmol) of N-[4-(4-Bromo-butoxy)-phenyl]-N-methyl-4-trifluoromethyl-benzenesulfonamide 69-9844 in 3.5 ml DMA was treated at 0° C. with 0.195 ml (2 mmol) of 2-ethylaminoethanol and stirred at RT for 15 h. The reaction mixture was cooled (0° C.) again, treated with 0.195 ml (2 mmol) of 2-ethylaminoethanol and stirred at RT for further 24 h. The solution was concentrated, the residual oil was dissolved in water/acetontrile 1:1/5% formic acid and purified by prep. HPLC: RP-18, ... Reactants: CCOC(C)=O, C[N+](C)(C)Cc1ccccc1, Cc1ccccc1, CCCCCC, [Cl-], [Na+], [OH-], O=S(c1ccccc1)c1c[nH]c2ccccc12. The product is O=S(c1ccccc1)c1cn(Cc2ccccc2)c2ccccc12. As a reaction SMILES: [C:39]([O:40][CH2:41][CH3:42])(=[O:43])[CH3:44].[CH2:28]([N+:29]([CH3:30])([CH3:31])[CH3:32])[c:33]1[cH:34][cH:35][cH:36][cH:37][cH:38]1.[CH3:1][c:2]1[cH:3][cH:4][cH:5][cH:6][cH:7]1.[CH3:45][CH2:46][CH2:47][CH2:48][CH2:49][CH3:50].[Cl-:27].[Na+:9].[OH-:8].[c:10]1([S:16](=[O:17])[c:18]2[cH:19][nH:20][c:21]3[cH:22][cH:23][cH:24][cH:25][c:26]23)[cH:11][cH:12][cH:13][cH:14][cH:15]1>>[CH2:1]([c:2]1[cH:3][cH:4][cH:5][cH:6][cH:7]1)[n:20]1[cH:19][c:18]([S:16]([c:10]2[cH:11][cH:12][cH:13][cH:14][cH:15]2)=[O:17])[c:26]2[c:21]1[cH:22][cH:23][cH:24][cH:25]2. Solvent: CO (methanol). Reaction SMILES: [OH-].[Na+].O.C[O:5][C:6](=[O:40])[CH2:7][C:8]1[N:9]=[C:10]([C:13]2[CH:18]=[CH:17][C:16]([C:19]([CH2:37][CH3:38])([C:22]3[CH:27]=[CH:26][C:25]([CH2:28][CH2:29][CH:30]([OH:35])[C:31]([CH3:34])([CH3:33])[CH3:32])=[C:24]([CH3:36])[CH:23]=3)[CH2:20][CH3:21])=[CH:15][C:14]=2[CH3:39])[S:11][CH:12]=1.Cl>CO>[CH2:20]([C:19]([C:16]1[CH:17]=[CH:18][C:13]([C:10]2[S:11][CH:12]=[C:8]([CH2:7][C:6]([OH:40])=[O:5])[N:9]=2)=[C:14]([CH3:39])[CH:15]=1)([C:22]1[CH:27]=[CH:26][C:25]([CH2:28][CH2:29][CH:30]([OH:35])[C:31]([CH3:33])([CH3:34])[CH3:32])=[C:24]([CH3:36])[CH:23]=1)[CH2:37][CH3:38])[CH3:21] |f:0.1|. Product: C(C)C(CC)(C1=CC(=C(C=C1)CCC(C(C)(C)C)O)C)C1=CC(=C(C=C1)C=1SC=C(N1)CC(=O)O)C ([2-(4-{1-ethyl-1-[4-(3-hydroxy-4,4-dimethyl-pentyl)-3-methyl-phenyl]-propyl}-2-methyl-phenyl)-thiazol-4-yl]-acetic Acid). Reaction conditions: time 5.5 hour. Reported procedure: A mixed solution of a 6 N sodium hydroxide aqueous solution (0.02 mL) with water (0.06 mL) was added to a solution of [2-(4-{1-ethyl-1-[4-(3-hydroxy-4,4-dimethyl-pentyl)-3-methyl-phenyl]-propyl}-2-methyl-phenyl)-thiazol-4-yl]-acetic acid methyl ester (Example 63-(2); 15.9 mg, 0.0297 mmol) in methanol (0.4 mL) at room temperature, and the mixture was stirred at room temperature for 5.5 hours. The mixture was acidified with dilute hydrochloric acid aqueous solution, followed by extraction with eth... Starting materials: Cl (hydrochloric acid), [OH-].[Na+] (sodium hydroxide), O (water), COC(CC=1N=C(SC1)C1=C(C=C(C=C1)C(CC)(C1=CC(=C(C=C1)CCC(C(C)(C)C)O)C)CC)C)=O ([2-(4-{1-ethyl-1-[4-(3-hydroxy-4,4-dimethyl-pentyl)-3-methyl-phenyl]-propyl}-2-methyl-phenyl)-thiazol-4-yl]-acetic acid methyl ester). The yield is 99.5%.